From a dataset of the Open Reaction Database (ORD), a public repository of structured organic reaction records. describe an organic reaction: reactants, conditions, products, and yield Reactants: BrC[C@@H](O[Si](C)(C)C(C)(C)C)C1=CC=C(C#N)C=C1 ((S)-4-(2-bromo-1-(tert-butyldimethylsilyloxy)ethyl)benzonitrile), C([O-])(O)=O.[Na+] (sodium bicarbonate), N1C[C@H](CCC1)CC(=O)OCC ((R)-ethyl 2-(piperidin-3-yl)acetate). The solvent is C1CCOC1 (THF). Yields the product [Si](C)(C)(C(C)(C)C)O[C@H](CN1C[C@H](CCC1)CC(=O)OCC)C1=CC=C(C=C1)C#N (ethyl 2-((R)-1-((S)-2-(tert-butyldimethylsilyloxy)-2-(4-cyanophenyl)ethyl)piperidin-3-yl)acetate). The yield is 62.1%. As a reaction SMILES: Br[CH2:2][C@H:3]([C:12]1[CH:19]=[CH:18][C:15]([C:16]#[N:17])=[CH:14][CH:13]=1)[O:4][Si:5]([C:8]([CH3:11])([CH3:10])[CH3:9])([CH3:7])[CH3:6].C(=O)(O)[O-].[Na+].[NH:25]1[CH2:30][CH2:29][CH2:28][C@H:27]([CH2:31][C:32]([O:34][CH2:35][CH3:36])=[O:33])[CH2:26]1>C1COCC1>[Si:5]([O:4][C@@H:3]([C:12]1[CH:19]=[CH:18][C:15]([C:16]#[N:17])=[CH:14][CH:13]=1)[CH2:2][N:25]1[CH2:30][CH2:29][CH2:28][C@H:27]([CH2:31][C:32]([O:34][CH2:35][CH3:36])=[O:33])[CH2:26]1)([C:8]([CH3:11])([CH3:10])[CH3:9])([CH3:7])[CH3:6] |f:1.2|. Procedure details: To a mixture of (S)-4-(2-bromo-1-(tert-butyldimethylsilyloxy)ethyl)benzonitrile (7 g, 20.57 mmol) and sodium bicarbonate (2.073 g, 24.68 mmol) in THF (100 mL) was added (R)-ethyl 2-(piperidin-3-yl)acetate (3.52 g, 20.57 mmol). The reaction was heated at reflux for 5 days and then cooled, filtered, and concentrated in vacuo. The crude product was purified on a silica gel cartridge eluting with methanol/dichloromethane gradient (0% for 5 minutes then 0-100% over 20 minutes) to afford 5.5 g of ethy... Starting materials: [Li]C(C)(C)C, CCOCC, CC1=CCCC(C)(C)C1=O, CCCCC. The product is CC1=CCCC(C)(C)C1(O)C(C)(C)C. RXN SMILES: [C:11]([CH3:12])([CH3:13])([CH3:14])[Li:15].[CH3:16][CH2:17][O:18][CH2:19][CH3:20].[CH3:1][C:2]1=[CH:7][CH2:6][CH2:5][C:4]([CH3:8])([CH3:9])[C:3]1=[O:10].[CH3:21][CH2:22][CH2:23][CH2:24][CH3:25]>>[CH3:1][C:2]1=[CH:7][CH2:6][CH2:5][C:4]([CH3:8])([CH3:9])[C:3]1([OH:10])[C:11]([CH3:12])([CH3:13])[CH3:14]. Starting materials: CC=1NC2=C3C(=CC(=C2C1)OC)CCC3 (2-methyl-4-methoxy-1,6,7,8-tetrahydrocyclopent[g]indole), [H-].[Na+] (sodium hydride), oil, COC(COC1=C2C=C(N(C2=C2C(=C1)CCC2)CC2=C(C=CC=C2)C=2SC(=CC2)Br)C)=O (2-[(1-[2-(5-bromothiophen-2-yl)benzyl]-2-methyl-1,6,7,8-tetrahydrocyclopent[g]indol-4-yl)oxy]acetic acid methyl ester), BrC=1SC(=CC1)C1=C(C=CC=C1)CBr (2-bromo-5-(2-bromomethylphenyl)thiophene), C([O-])(O)=O.[Na+] (sodium bicarbonate), C([O-])([O-])=O.[Cs+].[Cs+] (cesium carbonate), BrCC(=O)OC (methyl bromoacetate), B(Br)(Br)Br (boron tribromide). The solvent is CN(C=O)C (N,N-dimethylformamide), CN(C=O)C (N,N-dimethylformamide), O (water), O (water), CO (Methanol). Reaction conditions: temperature 0 celsius, time 108 hour. Yields the product COC(COC1=C2C(=C(N(C2=C2C(=C1)CCC2)CC2=C(C=CC=C2)C=2SC(=CC2)Br)C)C(C(=O)N)=O)=O (2-[[3-(2-amino-1,2-dioxoethyl)-1-[2-(5-bromothiophen-2-yl)benzyl]-2-methyl-1,6,7,8-tetrahydrocyclopent[g]indol-4-yl]oxy]acetic acid methyl ester). Yield: 14.0%. As a reaction SMILES: [CH3:1][O:2][C:3](=[O:32])[CH2:4][O:5][C:6]1[CH:14]=[C:13]2[CH2:15][CH2:16][CH2:17][C:12]2=[C:11]2[C:7]=1[CH:8]=[C:9]([CH3:31])[N:10]2[CH2:18][C:19]1[CH:24]=[CH:23][CH:22]=[CH:21][C:20]=1[C:25]1[S:26][C:27]([Br:30])=[CH:28][CH:29]=1.CC1[NH:35]C2C(C=1)=C(OC)C=C1CCCC=21.[H-].[Na+].BrC1SC(C2C=CC=CC=2CBr)=CC=1.B(Br)(Br)Br.[C:68](=[O:71])(O)[O-].[Na+].[C:73](=[O:76])([O-])[O-].[Cs+].[Cs+].BrCC(OC)=O>CN(C)C=O.O.CO>[CH3:1][O:2][C:3](=[O:32])[CH2:4][O:5][C:6]1[CH:14]=[C:13]2[CH2:15][CH2:16][CH2:17][C:12]2=[C:11]2[C:7]=1[C:8]([C:68](=[O:71])[C:73]([NH2:35])=[O:76])=[C:9]([CH3:31])[N:10]2[CH2:18][C:19]1[CH:24]=[CH:23][CH:22]=[CH:21][C:20]=1[C:25]1[S:26][C:27]([Br:30])=[CH:28][CH:29]=1 |f:2.3,6.7,8.9.10|. Procedure details: Preparation of 2-[(1-[2-(5-bromothiophen-2-yl)benzyl]-2-methyl-1,6,7,8-tetrahydrocyclopent[g]indol-4-yl)oxy]acetic acid methyl ester. To a solution of 2-methyl-4-methoxy-1,6,7,8-tetrahydrocyclopent[g]indole (517 mg, 2.57 mmol) in N,N-dimethylformamide (10 mL) was added a dispersion of 60% sodium hydride in mineral oil (120 mg). After gas evolution had ceased, a solution of 2-bromo-5-(2-bromomethylphenyl)thiophene (975 mg, 3.85 mmol) in N,N-dimethylformamide (5 mL) was added over 2-3 min. The res... The reactants are CC(C)([O-])C.[Na+] (sodium t-butoxide), S-BINAP, C(C)(=O)N1CCC2=CC(=CC=C12)Br (1-acetyl-5-bromoindoline), C(C1=CC=CC=C1)N1CCNCC1 (N-benzylpiperazine). The reagents and catalysts are C=1C=CC(=CC1)/C=C/C(=O)/C=C/C2=CC=CC=C2.C=1C=CC(=CC1)/C=C/C(=O)/C=C/C2=CC=CC=C2.C=1C=CC(=CC1)/C=C/C(=O)/C=C/C2=CC=CC=C2.[Pd].[Pd] (Pd2(dba)3). Solvent: C1(=CC=CC=C1)C (toluene). Run at temperature 95 celsius. Yields the product C(C1=CC=CC=C1)N1CCN(CC1)C=1C=C2CCN(C2=CC1)C(C)=O (1-[5-(4-Benzyl-piperazin-1-yl)-2,3-dihydro-indol-1-yl]-ethanone). Yield: 64.4%. As a reaction SMILES: [C:1]([N:4]1[C:12]2[C:7](=[CH:8][C:9](Br)=[CH:10][CH:11]=2)[CH2:6][CH2:5]1)(=[O:3])[CH3:2].CC(C)([O-])C.[Na+].[CH2:20]([N:27]1[CH2:32][CH2:31][NH:30][CH2:29][CH2:28]1)[C:21]1[CH:26]=[CH:25][CH:24]=[CH:23][CH:22]=1>C1(C)C=CC=CC=1.C1C=CC(/C=C/C(/C=C/C2C=CC=CC=2)=O)=CC=1.C1C=CC(/C=C/C(/C=C/C2C=CC=CC=2)=O)=CC=1.C1C=CC(/C=C/C(/C=C/C2C=CC=CC=2)=O)=CC=1.[Pd].[Pd]>[CH2:20]([N:27]1[CH2:32][CH2:31][N:30]([C:9]2[CH:8]=[C:7]3[C:12](=[CH:11][CH:10]=2)[N:4]([C:1](=[O:3])[CH3:2])[CH2:5][CH2:6]3)[CH2:29][CH2:28]1)[C:21]1[CH:22]=[CH:23][CH:24]=[CH:25][CH:26]=1 |f:1.2,5.6.7.8.9|. Procedure: 1-acetyl-5-bromoindoline (3.0 g, 12.5 mmol) was dissolved in toluene (60 mL). To this was added, sodium t-butoxide (1.68 g, 17.5 mmol), N-benzylpiperazine (2.4 mL, 13.8 mmol), S-BINAP (0.93 g, 1.5 mmol) and Pd2(dba)3 (0.46 g, 0.5 mmol). The mixture was degassed via three cycles of vacuum and nitrogen sparge and then stirred at 95° C. until GC analysis confirmed that the reaction was complete (1 h). The mixture was diluted with ethyl acetate (150 mL), washed with water and extracted with 2N HCl (... The reactants are BrCCOc1ccccc1, O=C([O-])[O-], CCOC(=O)C=Cc1ccc(N(C(=O)OC(C)(C)C)C2CCNC2)nc1, Cl, Cl, [Na+], [Na+], CN(C)C=O. Yields the product CCOC(=O)C=Cc1ccc(N(C(=O)OC(C)(C)C)C2CCN(CCOc3ccccc3)C2)nc1. Reaction SMILES: [Br:29][CH2:30][CH2:31][O:32][c:33]1[cH:34][cH:35][cH:36][cH:37][cH:38]1.[C:39](=[O:40])([O-:41])[O-:42].[C:3]([CH3:4])([CH3:5])([CH3:6])[O:7][C:8](=[O:9])[N:10]([c:11]1[cH:12][cH:13][c:14]([CH:17]=[CH:18][C:19](=[O:20])[O:21][CH2:22][CH3:23])[cH:15][n:16]1)[CH:24]1[CH2:25][NH:26][CH2:27][CH2:28]1.[ClH:1].[ClH:2].[Na+:43].[Na+:44].[O:45]=[CH:46][N:47]([CH3:48])[CH3:49]>>[C:3]([CH3:4])([CH3:5])([CH3:6])[O:7][C:8](=[O:9])[N:10]([c:11]1[cH:12][cH:13][c:14]([CH:17]=[CH:18][C:19](=[O:20])[O:21][CH2:22][CH3:23])[cH:15][n:16]1)[CH:24]1[CH2:25][N:26]([CH2:30][CH2:31][O:32][c:33]2[cH:34][cH:35][cH:36][cH:37][cH:38]2)[CH2:27][CH2:28]1. Reaction conditions: temperature 0 celsius, time 30 minute. Yields the product N(=O)N1CCC(CC1)O (1-Nitroso-piperidin-4-ol). Reported procedure: Add a solution of sodium nitrite (13.8 g, 200 mmol) in water (40 mL) to 4-hydroxy piperidine (10.1 g, 100 mmol) in water (20 mL). Cool the mixture to 0° C. on an ice bath. Add acetic acid (8.6 mL, 150 mmol) dropwise over 20 minutes. After the addition, continue stirring at 0° C. for 30 minutes, slowly warm up to room temperature and stir at room temp for 5 hours. Add sodium carbonate (15.9 g, 150 mmol) in portion to quench the acid. Extract the reaction with ethyl acetate (3×60 mL), combine the ... Solvent: O (water), O (water). The reactants are N(=O)[O-].[Na+] (sodium nitrite), OC1CCNCC1 (4-hydroxy piperidine), C([O-])([O-])=O.[Na+].[Na+] (sodium carbonate), C(C)(=O)O (acetic acid). Reaction SMILES: [N:1]([O-:3])=O.[Na+].[OH:5][CH:6]1[CH2:11][CH2:10][NH:9][CH2:8][CH2:7]1.C(O)(=O)C.C(=O)([O-])[O-].[Na+].[Na+]>O>[N:1]([N:9]1[CH2:10][CH2:11][CH:6]([OH:5])[CH2:7][CH2:8]1)=[O:3] |f:0.1,4.5.6|.